Dataset: the Open Reaction Database (ORD), a public repository of structured organic reaction records. Task: describe an organic reaction: reactants, conditions, products, and yield The reactants are C(C)(C)(C)OC(=O)N1CC2=C(NC=3C=CC(=CC23)F)CC1 (8-fluoro-1,3,4,5-tetrahydropyrido[4,3-b]indole-2-carboxylic acid tert-butyl ester), [O-]P(=O)([O-])[O-].[K+].[K+].[K+] (K3PO4), IC1=CC=CC=C1 (iodobenzene), CNCCNC (N,N′-dimethylethylenediamine). Reagents/catalysts: [Cu]I (CuI). The solvent is C1(=CC=CC=C1)C (toluene). Conditions: temperature 150 celsius, time 16 hour. Yields the product C(C)(C)(C)OC(=O)N1CC2=C(N(C=3C=CC(=CC23)F)C2=CC=CC=C2)CC1 (8-Fluoro-5-phenyl-1,3,4,5-tetrahydro-pyrido[4,3-b]indole-2-carboxylic acid tert-butyl ester). Isolated yield 56.1%. As a reaction SMILES: [C:1]([O:5][C:6]([N:8]1[CH2:21][CH2:20][C:11]2[NH:12][C:13]3[CH:14]=[CH:15][C:16]([F:19])=[CH:17][C:18]=3[C:10]=2[CH2:9]1)=[O:7])([CH3:4])([CH3:3])[CH3:2].[O-]P([O-])([O-])=O.[K+].[K+].[K+].I[C:31]1[CH:36]=[CH:35][CH:34]=[CH:33][CH:32]=1.CNCCNC>C1(C)C=CC=CC=1.[Cu]I>[C:1]([O:5][C:6]([N:8]1[CH2:21][CH2:20][C:11]2[N:12]([C:31]3[CH:36]=[CH:35][CH:34]=[CH:33][CH:32]=3)[C:13]3[CH:14]=[CH:15][C:16]([F:19])=[CH:17][C:18]=3[C:10]=2[CH2:9]1)=[O:7])([CH3:4])([CH3:2])[CH3:3] |f:1.2.3.4|. Reported procedure: A mixture of 8-fluoro-1,3,4,5-tetrahydropyrido[4,3-b]indole-2-carboxylic acid tert-butyl ester (0.455 g, 1.57 mmol), CuI (0.012 g, 0.065 mmol) and K3PO4 (0.579 g, 2.73 mmol) was suspended in toluene (5 mL) under Ar. To this mixture was added iodobenzene (0.145 mL, 1.30 mmol) and N,N′-dimethylethylenediamine (0.028 mL, 0.26 mmol) and then the reaction vessel was quickly sealed and the mixture was heated with stirring at 150° C. (oil bath temperature) for 16 h. The cooled reaction mixture was subs... The reactants are CCC(=O)NC1CCN(CC1)C=1C=C(C=CC(=O)OC)C(=CC1)[N+](=O)[O-] (methyl 3-[4-(N-methylacetylamino)-1-piperidyl]-6--nitrocinnamate), [H][H] (hydrogen). Reagents/catalysts: [C].[Pd] (palladium carbon). The solvent is C(C)O (ethanol). The product is CCC(=O)NC1CCN(CC1)C=1C=C2CCC(NC2=CC1)=O (6-[4-(N-methylacetylamino)-1-piperidyl]-3,4-dihydrocarbostyril). RXN SMILES: [CH3:1][CH2:2][C:3]([NH:5][CH:6]1[CH2:11][CH2:10][N:9]([C:12]2[CH:13]=[C:14]([C:21]([N+:24]([O-])=O)=[CH:22][CH:23]=2)[CH:15]=[CH:16][C:17](OC)=[O:18])[CH2:8][CH2:7]1)=[O:4].[H][H]>C(O)C.[C].[Pd]>[CH3:1][CH2:2][C:3]([NH:5][CH:6]1[CH2:11][CH2:10][N:9]([C:12]2[CH:13]=[C:14]3[C:21](=[CH:22][CH:23]=2)[NH:24][C:17](=[O:18])[CH2:16][CH2:15]3)[CH2:8][CH2:7]1)=[O:4] |f:3.4|. Procedure details: 1.25 Grams of methyl 3-[4-(N-methylacetylamino)-1-piperidyl]-6--nitrocinnamate was dissolved in 50 ml of ethanol, then 0.4 g of 10%-palladium carbon was added thereto, the reaction mixture was stirred until the absorption of hydrogen gas was stopped under conditions of at room temperature and normal pressure. The catalyst was removed by filtration, the filtrate was concentrated by evaporating the solvent, the residue thus obtained was purified by means of a silica gel column chromatography (elue... Yields the product COC(=O)c1cc(N)ccc1N1CCN(C(=O)OC(C)(C)C)CC1. Reactants: COC(=O)c1cc([N+](=O)[O-])ccc1N1CCN(C(=O)OC(C)(C)C)CC1, CO. Reaction SMILES: [C:1]([CH3:2])([CH3:3])([CH3:4])[O:5][C:6](=[O:7])[N:8]1[CH2:9][CH2:10][N:11]([c:14]2[c:15]([C:23](=[O:24])[O:25][CH3:26])[cH:16][c:17]([N+:20]([O-:21])=[O:22])[cH:18][cH:19]2)[CH2:12][CH2:13]1.[CH3:27][OH:28]>>[C:1]([CH3:2])([CH3:3])([CH3:4])[O:5][C:6](=[O:7])[N:8]1[CH2:9][CH2:10][N:11]([c:14]2[c:15]([C:23](=[O:24])[O:25][CH3:26])[cH:16][c:17]([NH2:20])[cH:18][cH:19]2)[CH2:12][CH2:13]1. The reactants are ClCCl, COC(=O)C(=Cc1ccc(OC)c(OC2CCCC2)c1)CC(=O)O, O=C(Cl)C(=O)Cl. The product is COC(=O)CC(=Cc1ccc(OC)c(OC2CCCC2)c1)C(=O)OC. Reaction SMILES: [CH2:31]([Cl:32])[Cl:33].[CH:1]1([O:6][c:7]2[cH:8][c:9]([CH:15]=[C:16]([CH2:17][C:18](=[O:19])[OH:20])[C:21](=[O:22])[O:23][CH3:24])[cH:10][cH:11][c:12]2[O:13][CH3:14])[CH2:2][CH2:3][CH2:4][CH2:5]1.[Cl:25][C:26]([C:27]([Cl:28])=[O:29])=[O:30]>>[CH:1]1([O:6][c:7]2[cH:8][c:9]([CH:15]=[C:16]([CH2:17][C:18](=[O:19])[O:20][CH3:26])[C:21](=[O:22])[O:23][CH3:24])[cH:10][cH:11][c:12]2[O:13][CH3:14])[CH2:2][CH2:3][CH2:4][CH2:5]1.